This data is from the Open Reaction Database (ORD), a public repository of structured organic reaction records. The task is: describe an organic reaction: reactants, conditions, products, and yield Reactants: OC1=C2C(=NC=C1C(=O)OCC)SC(=C2C)CN2CCOCC2 (Ethyl 4-hydroxy-3-methyl-2-(morpholin-4-ylmethyl)thieno[2,3-b]pyridine-5-carboxylate), IC (iodomethane), O (water), C([O-])([O-])=O.[K+].[K+] (potassium carbonate), ester. Solvent: CN(C)C=O (DMF). Run at time 20 hour. The product is CC1=C(SC=2N(C=C(C(C21)=O)C(=O)OCC)C)CN2CCOCC2 (Ethyl 3,7-Dimethyl-2-(morpholin-4-ylmethyl)-4-oxo-4,7-dihydrothieno[2,3-b]-pyridine-5-caboxylate). Yield: 45.7%. Reaction SMILES: [OH:1][C:2]1[C:7]([C:8]([O:10][CH2:11][CH3:12])=[O:9])=[CH:6][N:5]=[C:4]2[S:13][C:14]([CH2:17][N:18]3[CH2:23][CH2:22][O:21][CH2:20][CH2:19]3)=[C:15]([CH3:16])[C:3]=12.[C:24](=O)([O-])[O-].[K+].[K+].IC.O>CN(C=O)C>[CH3:16][C:15]1[C:3]2[C:2](=[O:1])[C:7]([C:8]([O:10][CH2:11][CH3:12])=[O:9])=[CH:6][N:5]([CH3:24])[C:4]=2[S:13][C:14]=1[CH2:17][N:18]1[CH2:19][CH2:20][O:21][CH2:22][CH2:23]1 |f:1.2.3|. Procedure: Ethyl 4-hydroxy-3-methyl-2-(morpholin-4-ylmethyl)thieno[2,3-b]pyridine-5-carboxylate (Preparation 27, 1.47 g) and potassium carbonate (1.21 g) are suspended be in DMF (25 mL). The mixture is warmed until the ester dissolves and iodomethane (0.30 mL) is added. The reaction mixture is allowed to stir at room temperature for 20 h. The mixture is then poured into water (100 mL) and extracted with EtOAc (3×100 mL). The combined organic layers are washed with brine (2×25 mL), dried (Na2SO4), and parti... Starting materials: O=C1C(=C(N=C(N1)C1=CC=CC=C1)C1=CC=C(C=C1)OC1=CC=CC=C1)C#N (6-oxo-4-(4-phenoxyphenyl)-2-phenyl-1,6-dihydropyrimidine-5-carbonitrile), P(=O)(Cl)(Cl)Cl (phosphorus oxychloride). Run at temperature 90 celsius, time 1 hour. The product is ClC1=NC(=NC(=C1C#N)C1=CC=C(C=C1)OC1=CC=CC=C1)C1=CC=CC=C1 (4-chloro-6-(4-phenoxyphenyl)-2-phenylpyrimidine-5-carbonitrile). As a reaction SMILES: O=[C:2]1[NH:7][C:6]([C:8]2[CH:13]=[CH:12][CH:11]=[CH:10][CH:9]=2)=[N:5][C:4]([C:14]2[CH:19]=[CH:18][C:17]([O:20][C:21]3[CH:26]=[CH:25][CH:24]=[CH:23][CH:22]=3)=[CH:16][CH:15]=2)=[C:3]1[C:27]#[N:28].P(Cl)(Cl)([Cl:31])=O>>[Cl:31][C:2]1[C:3]([C:27]#[N:28])=[C:4]([C:14]2[CH:19]=[CH:18][C:17]([O:20][C:21]3[CH:26]=[CH:25][CH:24]=[CH:23][CH:22]=3)=[CH:16][CH:15]=2)[N:5]=[C:6]([C:8]2[CH:13]=[CH:12][CH:11]=[CH:10][CH:9]=2)[N:7]=1. Procedure details: A mixture of crude 6-oxo-4-(4-phenoxyphenyl)-2-phenyl-1,6-dihydropyrimidine-5-carbonitrile and phosphorus oxychloride (4 mL) was stirred at 90° C. for 1 h, concentrated, dissolved in dichloromethane (10 mL) and water (20 mL) and carefully neutralized with solid potassium carbonate until CO2 bubbling stopped. The mixture was extracted with dichloromethane (3×5 mL). The combined extracts were dried (MgSO4) and concentrated to give crude 4-chloro-6-(4-phenoxyphenyl)-2-phenylpyrimidine-5-carbonitril...